Dataset: the Open Reaction Database (ORD), a public repository of structured organic reaction records. Task: describe an organic reaction: reactants, conditions, products, and yield Starting materials: BrCc1ccccc1, O=C([O-])[O-], CN(C)C=O, Cl, [K+], [K+], Cc1cc([N+](=O)[O-])c2c(c1Oc1ccc(O)c(C=O)c1)CCC2. The product is Cc1cc([N+](=O)[O-])c2c(c1Oc1ccc(OCc3ccccc3)c(C=O)c1)CCC2. RXN SMILES: [Br:30][CH2:31][c:32]1[cH:33][cH:34][cH:35][cH:36][cH:37]1.[C:24](=[O:25])([O-:26])[O-:27].[CH3:39][N:40]([CH3:41])[CH:42]=[O:43].[ClH:38].[K+:28].[K+:29].[OH:1][c:2]1[c:3]([CH:4]=[O:5])[cH:6][c:7]([O:10][c:11]2[c:12]3[c:16]([c:17]([N+:21](=[O:22])[O-:23])[cH:18][c:19]2[CH3:20])[CH2:15][CH2:14][CH2:13]3)[cH:8][cH:9]1>>[O:1]([c:2]1[c:3]([CH:4]=[O:5])[cH:6][c:7]([O:10][c:11]2[c:12]3[c:16]([c:17]([N+:21](=[O:22])[O-:23])[cH:18][c:19]2[CH3:20])[CH2:15][CH2:14][CH2:13]3)[cH:8][cH:9]1)[CH2:31][c:32]1[cH:33][cH:34][cH:35][cH:36][cH:37]1.